From a dataset of the Open Reaction Database (ORD), a public repository of structured organic reaction records. describe an organic reaction: reactants, conditions, products, and yield Yields the product CCOC(=O)CC(=O)c1cc(C2OCCO2)ccc1OC. As a reaction SMILES: [C:3]([O:4][CH2:5][CH3:6])([O:7][CH2:8][CH3:9])=[O:10].[CH3:28][CH2:29][O:30][C:31](=[O:32])[CH3:33].[CH3:34][CH2:35][OH:36].[ClH:27].[H-:1].[Na+:2].[O:11]1[CH:12]([c:16]2[cH:17][cH:18][c:19]([O:25][CH3:26])[c:20]([C:22]([CH3:23])=[O:24])[cH:21]2)[O:13][CH2:14][CH2:15]1.[O:37]1[CH2:38][CH2:39][CH2:40][CH2:41]1>>[C:3]([O:7][CH2:8][CH3:9])(=[O:10])[CH2:23][C:22]([c:20]1[c:19]([O:25][CH3:26])[cH:18][cH:17][c:16]([CH:12]2[O:11][CH2:15][CH2:14][O:13]2)[cH:21]1)=[O:24]. Starting materials: CCOC(=O)OCC, CCOC(C)=O, CCO, Cl, [H-], [Na+], COc1ccc(C2OCCO2)cc1C(C)=O, C1CCOC1. Reactants: N#CN (Cyanamide), FC=1C=C(C=CC1N1CCC(CC1)=O)N1C(O[C@H](C1)CNC(C)=O)=O ((S)-N-{3-[3-fluoro-4-(4-oxo-piperidin-1-yl)-phenyl]-2-oxo-oxazolidin-5-ylmethyl}-acetamide), C1=CC=CC=C1 (benzene). Solvent: O (water). Product: C(#N)N=C1CCN(CC1)C1=C(C=C(C=C1)N1C(O[C@H](C1)CNC(C)=O)=O)F ((S)-N-{3-[4-(4-cyanoimino-piperidin-1-yl)-3-fluoro-phenyl)-2-oxo-oxazolidin-5-ylmethyl}-acetamide). Isolated yield 79.2%. RXN SMILES: [N:1]#[C:2][NH2:3].[F:4][C:5]1[CH:6]=[C:7]([N:18]2[CH2:22][C@H:21]([CH2:23][NH:24][C:25](=[O:27])[CH3:26])[O:20][C:19]2=[O:28])[CH:8]=[CH:9][C:10]=1[N:11]1[CH2:16][CH2:15][C:14](=O)[CH2:13][CH2:12]1.C1C=CC=CC=1>O>[C:2]([N:3]=[C:14]1[CH2:15][CH2:16][N:11]([C:10]2[CH:9]=[CH:8][C:7]([N:18]3[CH2:22][C@H:21]([CH2:23][NH:24][C:25](=[O:27])[CH3:26])[O:20][C:19]3=[O:28])=[CH:6][C:5]=2[F:4])[CH2:12][CH2:13]1)#[N:1]. Reported procedure: Cyanamide (601 mg) and 500 mg of the (S)-N-{3-[3-fluoro-4-(4-oxo-piperidin-1-yl)-phenyl]-2-oxo-oxazolidin-5-ylmethyl}-acetamide (Compound No. 7) which was synthesized in Example 3 were added to benzene (70 ml), and the mixture was heated under reflux for 2 h, with water being removed continuously by means of a water separator. The reaction mixture was cooled to room temperature and the resulting crystal was collected by filtration. After being washed with water, the crystal was dried overnight a...